From a dataset of the Open Reaction Database (ORD), a public repository of structured organic reaction records. describe an organic reaction: reactants, conditions, products, and yield Starting materials: Cl (HCl), ClS(=O)(=O)N=C=O (chlorosulfonyl isocyanate), ethyl acetate hexanes, S(N)(=O)(=O)Cl (sulfamyl chloride), C(C)OC(CNCC=1OC2=C(C1)C=CC=C2)=O ([(Benzofuran-2-ylmethyl)-amino]-acetic acid ethyl ester). Run in C(=O)O (formic acid), C(Cl)Cl (methylene chloride), C(C)N(CC)CC (triethyl amine). Conditions: time 8 hour. The product is S(N)(=O)(=O)Cl (sulfamyl chloride), C(C)OC(CN(S(N)(=O)=O)CC=1OC2=C(C1)C=CC=C2)=O ([(Benzofuran-2-ylmethyl)-sulfamylamino]-acetic acid ethyl ester). As a reaction SMILES: [Cl:1][S:2]([N:5]=C=O)(=[O:4])=[O:3].[S:8](Cl)(=[O:11])(=[O:10])[NH2:9].[CH2:13]([O:15][C:16](=[O:29])[CH2:17][NH:18][CH2:19][C:20]1[O:21][C:22]2[CH:28]=[CH:27][CH:26]=[CH:25][C:23]=2[CH:24]=1)[CH3:14].Cl>C(Cl)Cl.C(N(CC)CC)C.C(O)=O>[S:2]([Cl:1])(=[O:4])(=[O:3])[NH2:5].[CH2:13]([O:15][C:16](=[O:29])[CH2:17][N:18]([CH2:19][C:20]1[O:21][C:22]2[CH:28]=[CH:27][CH:26]=[CH:25][C:23]=2[CH:24]=1)[S:8](=[O:11])(=[O:10])[NH2:9])[CH3:14]. Procedure details: A stock of sulfamyl chloride was prepared by adding formic acid to chlorosulfonyl isocyanate. The sulfamyl chloride was added to a room temperature solution of 104 and triethyl amine in methylene chloride. The reaction was stirred at room temperature overnight. TLC (30% ethyl acetate/hexanes) showed a major spot and a minor product. The reaction was poured into 10% HCl, extracted with methylene chloride, dried over sodium sulfate, filtered, and concentrated to a thick yellow syrup. The crude syr...